This data is from the Open Reaction Database (ORD), a public repository of structured organic reaction records. The task is: describe an organic reaction: reactants, conditions, products, and yield As a reaction SMILES: [H-].[Na+].[NH2:3][C:4]1[C:9]([Cl:10])=[CH:8][N:7]=[CH:6][C:5]=1[Cl:11].[F:12][CH:13]1[CH2:17][CH2:16][CH2:15][CH:14]1[O:18][C:19]1[CH:20]=[C:21]([CH:25]=[CH:26][C:27]=1[O:28][CH3:29])[C:22](Cl)=[O:23].O>CN(C)C=O>[Cl:11][C:5]1[CH:6]=[N:7][CH:8]=[C:9]([Cl:10])[C:4]=1[NH:3][C:22](=[O:23])[C:21]1[CH:25]=[CH:26][C:27]([O:28][CH3:29])=[C:19]([O:18][CH:14]2[CH2:15][CH2:16][CH2:17][CH:13]2[F:12])[CH:20]=1 |f:0.1|. Solvent: CN(C=O)C (dimethylformamide), CN(C=O)C (dimethylformamide). Reaction conditions: time 40 minute. Product: ClC=1C=NC=C(C1NC(C1=CC(=C(C=C1)OC)OC1C(CCC1)F)=O)Cl (N-(3,5-dichloropyrid-4-yl)-3-(2-fluorocyclopentyloxy)-4-methoxybenzamide). Procedure: A suspension of sodium hydride (0.3; 60% oil dispersion) in dimethylformamide (5 mL) is treated with 4-amino-3,5-dichloropyridine (0.62 g) and the mixture is stirred for 40 minutes. A solution of 3-(2-fluoro-cyclopentyloxy)-4-methoxybenzoyl chloride in dimethylformamide (12 mL) is added, and the mixture is stirred at 80°-90° C. for 1 day. The solution is cooled, poured into water (75 mL) and extracted with dichloromethane (3×50 mL). The combined organic extracts are washed with brine (50 mL), dr... Reactants: FC1C(CCC1)OC=1C=C(C(=O)Cl)C=CC1OC (3-(2-fluoro-cyclopentyloxy)-4-methoxybenzoyl chloride), O (water), [H-].[Na+] (sodium hydride), NC1=C(C=NC=C1Cl)Cl (4-amino-3,5-dichloropyridine). Starting materials: CC(c1ccc(Br)cc1)N1CCC(CCCNS(C)(=O)=O)(c2ccccc2)OC1=O, Cc1cc(B(O)O)ccn1. Yields the product Cc1cc(-c2ccc(C(C)N3CCC(CCCNS(C)(=O)=O)(c4ccccc4)OC3=O)cc2)ccn1. As a reaction SMILES: [Br:1][c:2]1[cH:3][cH:4][c:5]([CH:8]([CH3:9])[N:10]2[C:11](=[O:30])[O:12][C:13]([c:16]3[cH:17][cH:18][cH:19][cH:20][cH:21]3)([CH2:22][CH2:23][CH2:24][NH:25][S:26](=[O:27])(=[O:28])[CH3:29])[CH2:14][CH2:15]2)[cH:6][cH:7]1.[CH3:31][c:32]1[n:33][cH:34][cH:35][c:36]([B:38]([OH:39])[OH:40])[cH:37]1>>[c:2]1(-[c:36]2[cH:35][cH:34][n:33][c:32]([CH3:31])[cH:37]2)[cH:3][cH:4][c:5]([CH:8]([CH3:9])[N:10]2[C:11](=[O:30])[O:12][C:13]([c:16]3[cH:17][cH:18][cH:19][cH:20][cH:21]3)([CH2:22][CH2:23][CH2:24][NH:25][S:26](=[O:27])(=[O:28])[CH3:29])[CH2:14][CH2:15]2)[cH:6][cH:7]1. Reactants: C(C)(=O)O.COC=1C=C(C=C(C1)COC)[C@@H](C1=NN(C(N1)=O)C1=NC=CC=N1)NC1=CC=C(C(=N)N)C=C1 ((S)-4-{[(3-methoxy-5-methoxymethylphenyl)-(5-oxo-1-pyrimidin-2-yl-4,5-dihydro-1H-[1,2,4]triazol-3-yl)methyl]amino}benzamidine acetate), COC(N=C(C(=NC1=CC=C(C=C1)C1=NOC(=N1)C)C1=CC(=CC(=C1)COC)OC)SC)=O ({2-(3-methoxy-5-methoxymethylphenyl)-2-[4-(5-methyl-[1,2,4]oxadiazol-3-yl)phenylimino]-1-methylsulfanylethylidene}carbamic acid methyl ester), N(N)C1=NC=CC=N1 (2-hydrazinopyrimidine), COC(N=C(C(=NC1=CC=C(C=C1)C1=NOC(=N1)C)C1=CC(=CC(=C1)OC)OC)SC)=O ({2-(3,5-dimethoxyphenyl)-2-[4-(5-methyl-[1,2,4]oxadiazol-3-yl)phenylimino]-1-methylsulfanylethylidene}carbamic acid methyl ester), CC1=CC=CC(=N1)NN ((6-methylpyridin-2-yl)hydrazine). Product: C(C)(=O)O.COC=1C=C(C=C(C1)OC)[C@@H](C1=NN(C(N1)=O)C1=NC=CC=C1C)NC1=CC=C(C(=N)N)C=C1 ((S)-4-({(3,5-Dimethoxyphenyl)-[1-(3-methylpyridin-2-yl)-5-oxo-4,5-dihydro-1H-[1,2,4]triazol-3-yl]methyl}amino)benzamidine acetate). RXN SMILES: [C:1]([OH:4])(=[O:3])[CH3:2].CO[C:7]1[CH:8]=[C:9]([C@H:16](NC2C=CC(C(N)=N)=CC=2)[C:17]2[NH:21][C:20](=O)[N:19](C3N=CC=CN=3)[N:18]=2)C=C(COC)C=1.C[O:40][C:41](=O)[N:42]=[C:43](SC)[C:44]([C:58]1[CH:63]=[C:62]([O:64][CH3:65])[CH:61]=[C:60]([O:66][CH3:67])[CH:59]=1)=[N:45][C:46]1[CH:51]=[CH:50][C:49]([C:52]2[N:56]=C(C)O[N:53]=2)=[CH:48][CH:47]=1.CC1N=C(NN)C=CC=1.COC(=O)N=C(SC)C(C1C=C(COC)C=C(OC)C=1)=NC1C=CC(C2N=C(C)ON=2)=CC=1.N(C1N=CC=CN=1)N>>[C:1]([OH:4])(=[O:3])[CH3:2].[CH3:65][O:64][C:62]1[CH:63]=[C:58]([C@H:44]([NH:45][C:46]2[CH:51]=[CH:50][C:49]([C:52]([NH2:56])=[NH:53])=[CH:48][CH:47]=2)[C:43]2[NH:42][C:41](=[O:40])[N:19]([C:20]3[C:8]([CH3:7])=[CH:9][CH:16]=[CH:17][N:21]=3)[N:18]=2)[CH:59]=[C:60]([O:66][CH3:67])[CH:61]=1 |f:0.1,6.7|. Procedure details: The same procedure was carried out as in Examples (10d) to (10e), except that {2-(3,5-dimethoxyphenyl)-2-[4-(5-methyl-[1,2,4]oxadiazol-3-yl)phenylimino]-1-methylsulfanylethylidene}carbamic acid methyl ester and (6-methylpyridin-2-yl)hydrazine [CAS No. 5315-24-2] were used instead of respectively {2-(3-methoxy-5-methoxymethylphenyl)-2-[4-(5-methyl-[1,2,4]oxadiazol-3-yl)phenylimino]-1-methylsulfanylethylidene}carbamic acid methyl ester and 2-hydrazinopyrimidine in Example (10d), to give the first ... Reactants: NC1=NC(=CC(=N1)SCCC(=O)O)Cl (3-(2-Amino-6-chloropyrimidin-4-ylsulfanyl)propionic acid), ON1N=NC2=C1C=CC=C2 (N-hydroxybenzotriazole), Cl.C(C)N=C=NCCCN(C)C (1-Ethyl-3-(3′-dimethylaminopropyl)carbodiimide hydrochloride), C(C)(C)(C)OC(NCCCN)=O (3-aminopropylcarbamic acid tert-butyl ester), C(C)(C)N(CC)C(C)C (diisopropylethylamine), Cl (hydrochloric acid). Solvent: CN(C=O)C (N,N-dimethylformamide). Reaction conditions: time 4 hour. Yields the product C(C)(C)(C)OC(NCCCNC(CCSC1=NC(=NC(=C1)Cl)N)=O)=O ({3-[3-(2-amino-6-chloropyrimidin-4-ylsulfanyl)propionylamino]propyl}carbamic acid tert-butyl ester). Isolated yield 50.4%. As a reaction SMILES: [NH2:1][C:2]1[N:7]=[C:6]([S:8][CH2:9][CH2:10][C:11]([OH:13])=O)[CH:5]=[C:4]([Cl:14])[N:3]=1.ON1C2C=CC=CC=2N=N1.Cl.C(N=C=NCCCN(C)C)C.[C:37]([O:41][C:42](=[O:48])[NH:43][CH2:44][CH2:45][CH2:46][NH2:47])([CH3:40])([CH3:39])[CH3:38].C(N(C(C)C)CC)(C)C.Cl>CN(C)C=O>[C:37]([O:41][C:42](=[O:48])[NH:43][CH2:44][CH2:45][CH2:46][NH:47][C:11](=[O:13])[CH2:10][CH2:9][S:8][C:6]1[CH:5]=[C:4]([Cl:14])[N:3]=[C:2]([NH2:1])[N:7]=1)([CH3:40])([CH3:38])[CH3:39] |f:2.3|. Reported procedure: 3-(2-Amino-6-chloropyrimidin-4-ylsulfanyl)propionic acid (240 mg) obtained in Step 1 above and N-hydroxybenzotriazole (180 mg, 1.33 mmol) were placed in a reaction vessel, and then N,N-dimethylformamide (4.0 ml) was added thereto. 1-Ethyl-3-(3′-dimethylaminopropyl)carbodiimide hydrochloride (255 mg, 1.33 mmol), 3-aminopropylcarbamic acid tert-butyl ester (155 mg, 0.89 mmol), and diisopropylethylamine (0.79 ml, 4.52 mmol) were added to the solution. The resulting mixture was stirred at room tempe... The reactants are C(C(C)(C)C)N[C@@H]1CC[C@H](CC1)C1=CC=CC=C1 (trans-N-neopentyl-4-phenylcyclohexylamine), ClC1=CC=C(C(=O)Cl)C=C1 (4-chlorobenzoylchloride). Product: ClC1=CC=C(C(=O)N(CC(C)(C)C)[C@@H]2CC[C@H](CC2)C2=CC=CC=C2)C=C1 (trans-N-(4-chlorobenzoyl)-N-neopentyl-4-phenylcyclohexylamine). Reaction SMILES: [CH2:1]([NH:6][C@H:7]1[CH2:12][CH2:11][C@H:10]([C:13]2[CH:18]=[CH:17][CH:16]=[CH:15][CH:14]=2)[CH2:9][CH2:8]1)[C:2]([CH3:5])([CH3:4])[CH3:3].[Cl:19][C:20]1[CH:28]=[CH:27][C:23]([C:24](Cl)=[O:25])=[CH:22][CH:21]=1>>[Cl:19][C:20]1[CH:28]=[CH:27][C:23]([C:24]([N:6]([C@H:7]2[CH2:8][CH2:9][C@H:10]([C:13]3[CH:14]=[CH:15][CH:16]=[CH:17][CH:18]=3)[CH2:11][CH2:12]2)[CH2:1][C:2]([CH3:5])([CH3:4])[CH3:3])=[O:25])=[CH:22][CH:21]=1. Procedure details: from trans-N-neopentyl-4-phenylcyclohexylamine and 4-chlorobenzoylchloride Colourless crystals. Reactants: ClC1=C2C(=NN=C1C1=CC=CC=C1)N(N=C2C2=C(C=CC=C2)Cl)C (4-chloro-3-(2-chlorophenyl)-1-methyl-5-phenyl-1H-pyrazolo[3,4-c]pyridazine), CN1N=C(C=C1N)C1=CC=CC=C1 (1-methyl-3-phenyl-1H-pyrazol-5-amine), C1(=CC=C(C=C1)C#C)C (4-tolylacetylene). Yields the product ClC1=C2C(=NN=C1C1=CC=C(C=C1)C)N(N=C2C2=CC=CC=C2)C (4-Chloro-1-methyl-3-phenyl-5-p-tolyl-1H-pyrazolo[3,4-c]pyridazine). As a reaction SMILES: [Cl:1][C:2]1[C:7]([C:8]2[CH:13]=[CH:12][CH:11]=[CH:10][CH:9]=2)=[N:6][N:5]=[C:4]2[N:14]([CH3:24])[N:15]=[C:16]([C:17]3[CH:22]=[CH:21][CH:20]=[CH:19][C:18]=3Cl)[C:3]=12.[CH3:25]N1C(N)=CC(C2C=CC=CC=2)=N1.C1(C)C=CC(C#C)=CC=1>>[Cl:1][C:2]1[C:7]([C:8]2[CH:13]=[CH:12][C:11]([CH3:25])=[CH:10][CH:9]=2)=[N:6][N:5]=[C:4]2[N:14]([CH3:24])[N:15]=[C:16]([C:17]3[CH:22]=[CH:21][CH:20]=[CH:19][CH:18]=3)[C:3]=12. Procedure details: Compound 11 was synthesised following similar procedures outlined in Example 1 (Compound 37), starting from Step 2 using 1-methyl-3-phenyl-1H-pyrazol-5-amine instead of 3-(2-chlorophenyl)-1-methyl-1H-pyrazol-5-amine and 4-tolylacetylene instead of phenyl acetylene in Step 4. Reactants: C1CCOC1, CN1CCN(c2ccc(N)cc2)CC1, CC(=O)Nc1ccc(C(=O)c2ccc3c(c2)NC(=O)C3=CO)cc1. The product is CC(=O)Nc1ccc(C(=O)c2ccc3c(c2)NC(=O)C3=CNc2ccc(N3CCN(C)CC3)cc2)cc1. RXN SMILES: [CH2:39]1[O:40][CH2:41][CH2:42][CH2:43]1.[CH3:25][N:26]1[CH2:27][CH2:28][N:29]([c:32]2[cH:33][cH:34][c:35]([NH2:38])[cH:36][cH:37]2)[CH2:30][CH2:31]1.[OH:1][CH:2]=[C:3]1[C:4](=[O:24])[NH:5][c:6]2[cH:7][c:8]([C:12](=[O:13])[c:14]3[cH:15][cH:16][c:17]([NH:20][C:21]([CH3:22])=[O:23])[cH:18][cH:19]3)[cH:9][cH:10][c:11]21>>[CH:2](=[C:3]1[C:4](=[O:24])[NH:5][c:6]2[cH:7][c:8]([C:12](=[O:13])[c:14]3[cH:15][cH:16][c:17]([NH:20][C:21]([CH3:22])=[O:23])[cH:18][cH:19]3)[cH:9][cH:10][c:11]21)[NH:38][c:35]1[cH:34][cH:33][c:32]([N:29]2[CH2:28][CH2:27][N:26]([CH3:25])[CH2:31][CH2:30]2)[cH:37][cH:36]1. Procedure details: To a solution of (1-oxo-1,3-dihydro-2-benzofuran-5-yl)acetaldehyde (0.495 g, 2.8 mmol) and tert-butyl 3-(trifluoromethyl)piperazine-1-carboxylate (0.65 g, 2.6 mmol) in methanol (5 ml) at 0° C. was added sodium cyanoborohydride (0.21 g, 3.3 mmol) and the reaction stirred 12 hours at RT. The reaction mixture was concentrated and diluted with water. The aqueous was extracted with dichloromethane and the combined organics washed with brine, dried (MgSO4), filtered and concentrated. MPLC chromatograp... Solvent: CO (methanol). Reaction SMILES: [O:1]=[C:2]1[C:6]2[CH:7]=[CH:8][C:9]([CH2:11][CH:12]=O)=[CH:10][C:5]=2[CH2:4][O:3]1.[F:14][C:15]([F:30])([F:29])[CH:16]1[NH:21][CH2:20][CH2:19][N:18]([C:22]([O:24][C:25]([CH3:28])([CH3:27])[CH3:26])=[O:23])[CH2:17]1.C([BH3-])#N.[Na+]>CO>[O:1]=[C:2]1[C:6]2[CH:7]=[CH:8][C:9]([CH2:11][CH2:12][N:21]3[CH2:20][CH2:19][N:18]([C:22]([O:24][C:25]([CH3:27])([CH3:28])[CH3:26])=[O:23])[CH2:17][CH:16]3[C:15]([F:29])([F:14])[F:30])=[CH:10][C:5]=2[CH2:4][O:3]1 |f:2.3|. Product: O=C1OCC2=C1C=CC(=C2)CCN2C(CN(CC2)C(=O)OC(C)(C)C)C(F)(F)F (tert-butyl 4-[2-(1-oxo-1,3-dihydro-2-benzofuran-5-yl)ethyl]-3-(trifluoromethyl)piperazine-1-carboxylate). Reactants: O=C1OCC2=C1C=CC(=C2)CC=O ((1-oxo-1,3-dihydro-2-benzofuran-5-yl)acetaldehyde), FC(C1CN(CCN1)C(=O)OC(C)(C)C)(F)F (tert-butyl 3-(trifluoromethyl)piperazine-1-carboxylate), C(#N)[BH3-].[Na+] (sodium cyanoborohydride). Run at time 12 hour.